From a dataset of the Open Reaction Database (ORD), a public repository of structured organic reaction records. describe an organic reaction: reactants, conditions, products, and yield Starting materials: OCc1scnc1Br, COc1cc(-c2cn(C3CCOCC3)c3ncnc(N)c23)ccc1NC(=O)Oc1ccccc1, c1ccncc1. Product: COc1cc(-c2cn(C3CCOCC3)c3ncnc(N)c23)ccc1NC(=O)OCc1scnc1Br. As a reaction SMILES: [Br:35][c:36]1[n:37][cH:38][s:39][c:40]1[CH2:41][OH:42].[NH2:1][c:2]1[c:3]2[c:4]([n:5][cH:6][n:7]1)[n:8]([CH:29]1[CH2:30][CH2:31][O:32][CH2:33][CH2:34]1)[cH:9][c:10]2-[c:11]1[cH:12][c:13]([O:27][CH3:28])[c:14]([NH:17][C:18]([O:19][c:21]2[cH:22][cH:23][cH:24][cH:25][cH:26]2)=[O:20])[cH:15][cH:16]1.[cH:43]1[cH:44][cH:45][n:46][cH:47][cH:48]1>>[NH2:1][c:2]1[c:3]2[c:4]([n:5][cH:6][n:7]1)[n:8]([CH:29]1[CH2:30][CH2:31][O:32][CH2:33][CH2:34]1)[cH:9][c:10]2-[c:11]1[cH:12][c:13]([O:27][CH3:28])[c:14]([NH:17][C:18](=[O:19])[O:42][CH2:41][c:40]2[c:36]([Br:35])[n:37][cH:38][s:39]2)[cH:15][cH:16]1.